describe an organic reaction: reactants, conditions, products, and yield From a dataset of the Open Reaction Database (ORD), a public repository of structured organic reaction records. The reactants are CCOC(=O)N(Cc1ccccc1)c1cc(Br)nc(Br)c1[N+](=O)[O-], CCOC(C)=O, CC1CCCO1, N, O. Product: CCOC(=O)N(Cc1ccccc1)c1cc(Br)nc(N)c1[N+](=O)[O-]. RXN SMILES: [CH2:1]([CH3:2])[O:3][C:4]([N:5]([c:6]1[c:7]([N+:14](=[O:15])[O-:16])[c:8]([Br:13])[n:9][c:10]([Br:12])[cH:11]1)[CH2:17][c:18]1[cH:19][cH:20][cH:21][cH:22][cH:23]1)=[O:24].[CH3:26][CH2:27][O:28][C:29](=[O:30])[CH3:31].[CH3:33][CH:34]1[CH2:35][CH2:36][CH2:37][O:38]1.[NH3:25].[OH2:32]>>[CH2:1]([CH3:2])[O:3][C:4]([N:5]([c:6]1[c:7]([N+:14](=[O:15])[O-:16])[c:8]([NH2:25])[n:9][c:10]([Br:12])[cH:11]1)[CH2:17][c:18]1[cH:19][cH:20][cH:21][cH:22][cH:23]1)=[O:24]. Reactants: C1(CCCCC1)CC1=CNC2=CC=C(C=C12)OC1=C(C=C(CBr)C=C1C(F)(F)F)C(F)(F)F (4-(3-Cyclohexylmethyl-1H-indol-5-yloxy)-3,5-bis-trifluoromethyl-benzyl bromide), [C-]#N.[Na+] (sodium cyanide), C1(=CC=CC=C1)C (toluene), crude product. Solvent: CN(C=O)C (dimethylformamide), O (water). The product is C1(CCCCC1)CC1=CNC2=CC=C(C=C12)OC1=C(C=C(C=C1C(F)(F)F)CC#N)C(F)(F)F (4-(3-cyclohexylmethyl-1H-indol-5-yloxy)-3,5-bis-trifluoromethyl-phenylacetonitrile). Reaction SMILES: [CH:1]1([CH2:7][C:8]2[C:16]3[C:11](=[CH:12][CH:13]=[C:14]([O:17][C:18]4[C:25]([C:26]([F:29])([F:28])[F:27])=[CH:24][C:21]([CH2:22]Br)=[CH:20][C:19]=4[C:30]([F:33])([F:32])[F:31])[CH:15]=3)[NH:10][CH:9]=2)[CH2:6][CH2:5][CH2:4][CH2:3][CH2:2]1.[C-:34]#[N:35].[Na+].C1(C)C=CC=CC=1>CN(C)C=O.O>[CH:1]1([CH2:7][C:8]2[C:16]3[C:11](=[CH:12][CH:13]=[C:14]([O:17][C:18]4[C:25]([C:26]([F:29])([F:28])[F:27])=[CH:24][C:21]([CH2:22][C:34]#[N:35])=[CH:20][C:19]=4[C:30]([F:33])([F:32])[F:31])[CH:15]=3)[NH:10][CH:9]=2)[CH2:6][CH2:5][CH2:4][CH2:3][CH2:2]1 |f:1.2|. Reported procedure: Preparation is carried out in analogy to the procedure of Example VIII from 0.85 g (1.59 mmol) of benzyl bromide from Example XXII with 0.1 g (1.99 mmol) of sodium cyanide in 5 ml of dimethylformamide and 0.5 ml of water at 50° C. in 1.5 hours. The chromatography of the crude product is carried out on silica gel 60 by means of toluene. Reactants: C1CCOC1, Cc1ccc(C(=O)NC2CC2)cc1-c1ccc2c(N3CCC(=O)CC3)nncc2c1, CC(C)[Mg+], [Cl-]. The product is Cc1ccc(C(=O)NC2CC2)cc1-c1ccc2c(N3CCC(O)(C(C)C)CC3)nncc2c1. As a reaction SMILES: [CH2:36]1[O:37][CH2:38][CH2:39][CH2:40]1.[CH:1]1([NH:4][C:5]([c:6]2[cH:7][c:8](-[c:13]3[cH:14][c:15]4[cH:16][n:17][n:18][c:19]([N:23]5[CH2:24][CH2:25][C:26](=[O:29])[CH2:27][CH2:28]5)[c:20]4[cH:21][cH:22]3)[c:9]([CH3:12])[cH:10][cH:11]2)=[O:30])[CH2:2][CH2:3]1.[CH:32]([CH3:33])([CH3:34])[Mg+:35].[Cl-:31]>>[CH:1]1([NH:4][C:5]([c:6]2[cH:7][c:8](-[c:13]3[cH:14][c:15]4[cH:16][n:17][n:18][c:19]([N:23]5[CH2:24][CH2:25][C:26]([OH:29])([CH:32]([CH3:33])[CH3:34])[CH2:27][CH2:28]5)[c:20]4[cH:21][cH:22]3)[c:9]([CH3:12])[cH:10][cH:11]2)=[O:30])[CH2:2][CH2:3]1. The reactants are C1(=CC=CC=C1)P(C1=CC=CC=C1)C1=CC=CC=C1 (triphenylphosphine), BrC=1C=C2CCC(C2=CC1)=O (5-bromoindan-1-one), ClC=1C=C(C=CC1)B(O)O (3-chlorophenylboronic acid), C([O-])([O-])=O.[Na+].[Na+] (sodium carbonate). Reagents/catalysts: C(C)(=O)[O-].[Pd+2].C(C)(=O)[O-] (palladium(II) acetate). Run in C1(=CC=CC=C1)C (toluene), O (water), C(C)O (ethanol). Reaction conditions: time 10 minute. Yields the product ClC=1C=C(C=CC1)C=1C=C2CCC(C2=CC1)=O (5-(3-Chlorophenyl)indan-1-one). RXN SMILES: Br[C:2]1[CH:3]=[C:4]2[C:8](=[CH:9][CH:10]=1)[C:7](=[O:11])[CH2:6][CH2:5]2.[Cl:12][C:13]1[CH:14]=[C:15](B(O)O)[CH:16]=[CH:17][CH:18]=1.C(=O)([O-])[O-].[Na+].[Na+].C1(P(C2C=CC=CC=2)C2C=CC=CC=2)C=CC=CC=1>C1(C)C=CC=CC=1.C([O-])(=O)C.[Pd+2].C([O-])(=O)C.O.C(O)C>[Cl:12][C:13]1[CH:18]=[C:17]([C:2]2[CH:3]=[C:4]3[C:8](=[CH:9][CH:10]=2)[C:7](=[O:11])[CH2:6][CH2:5]3)[CH:16]=[CH:15][CH:14]=1 |f:2.3.4,7.8.9|. Reported procedure: 3 g (14.2 mmol) of 5-bromoindan-1-one are suspended with 2.22 g (14.2 mmol) of 3-chlorophenylboronic acid and 3 g (28.3 mmol) of sodium carbonate in a mixture of 100 ml of toluene, 20 ml of ethanol and 20 ml of water. Under an argon atmosphere, 160 mg (7.1 mmol) of palladium(II) acetate and 373 mg (14.2 mmol) of triphenylphosphine are added. The mixture is heated under reflux for 3 h, and then the ethanol content of the solvent mixture is removed in vacuo. 40 ml of 0.5 N sodium hydroxide solutio... Product: CC(c1ccc(-c2ccc(F)cc2F)cc1)N1CCC(CC2CO2)(c2ccc(F)cc2)OC1=O. As a reaction SMILES: [CH2:1]([CH:2]=[CH2:3])[C:4]1([c:27]2[cH:28][cH:29][c:30]([F:33])[cH:31][cH:32]2)[CH2:5][CH2:6][N:7]([CH:11]([CH3:12])[c:13]2[cH:14][cH:15][c:16](-[c:19]3[c:20]([F:26])[cH:21][c:22]([F:25])[cH:23][cH:24]3)[cH:17][cH:18]2)[C:8](=[O:10])[O:9]1.[Cl:34][c:35]1[cH:36][c:37]([C:42](=[O:39])[O:43][OH:44])[cH:38][cH:40][cH:41]1.[Cl:45][CH2:46][Cl:47]>>[CH2:1]([CH:2]1[CH2:3][O:39]1)[C:4]1([c:27]2[cH:28][cH:29][c:30]([F:33])[cH:31][cH:32]2)[CH2:5][CH2:6][N:7]([CH:11]([CH3:12])[c:13]2[cH:14][cH:15][c:16](-[c:19]3[c:20]([F:26])[cH:21][c:22]([F:25])[cH:23][cH:24]3)[cH:17][cH:18]2)[C:8](=[O:10])[O:9]1. Reactants: C=CCC1(c2ccc(F)cc2)CCN(C(C)c2ccc(-c3ccc(F)cc3F)cc2)C(=O)O1, O=C(OO)c1cccc(Cl)c1, ClCCl. Reactants: O=C1CN(C2(CN1CC(=O)OCC)CCCCC2)C2=CC=CC=C2 (ethyl (3-oxo-1-phenyl-1,4-diazaspiro[5.5]undec-4-yl)acetate), [OH-].[Na+] (sodium hydroxide), O=C1C(N(C2(CN1)CCCCC2)C2=CC=CC=C2)CC(=O)O ((3-oxo-1-phenyl-1,4-diazaspiro[5.5]undecyl)acetic acid). The solvent is O1CCCC1 (tetrahydrofuran). Product: O=C1CN(C2(CN1CC(=O)O)CCCCC2)C2=CC=CC=C2 ((3-Oxo-1-phenyl-1,4-diazaspiro[5.5]undec-4-yl)acetic acid). The yield is 89.0%. As a reaction SMILES: [O:1]=[C:2]1[N:7]([CH2:8][C:9]([O:11]CC)=[O:10])[CH2:6][C:5]2([CH2:18][CH2:17][CH2:16][CH2:15][CH2:14]2)[N:4]([C:19]2[CH:24]=[CH:23][CH:22]=[CH:21][CH:20]=2)[CH2:3]1.[OH-].[Na+].O=C1NCC2(CCCCC2)N(C2C=CC=CC=2)C1CC(O)=O>O1CCCC1>[O:1]=[C:2]1[N:7]([CH2:8][C:9]([OH:11])=[O:10])[CH2:6][C:5]2([CH2:14][CH2:15][CH2:16][CH2:17][CH2:18]2)[N:4]([C:19]2[CH:24]=[CH:23][CH:22]=[CH:21][CH:20]=2)[CH2:3]1 |f:1.2|. Procedure details: In an analogous manner to Example 2(e), by reaction of 220 mg (0.66 mmol) of ethyl (3-oxo-1-phenyl-1,4-diazaspiro[5.5]undec-4-yl)acetate with 130 mg (3.25 mmol) of sodium hydroxide in 10 ml of tetrahydrofuran, 180 mg of (3-oxo-1-phenyl-1,4-diazaspiro[5.5]undecyl)acetic acid are obtained in the form of a beige solid. M.p. 167-9° C., yield=89%. Reactants: ClC1=CC=C(C=C1)Cl (1,4-dichlorobenzene), ClCC(=O)O (monochloroacetic acid), ClS(=O)(=O)O (chlorosulfonic acid), ClC1=C(C=C(C=C1)Cl)S (2,5-dichlorothiophenol). The reagents and catalysts are [Zn] (zinc). Yields the product ClC1=C(C=C(C=C1)Cl)C(C(=O)O)S (2,5-dichlorophenylthioglycolic acid). RXN SMILES: [Cl:1][C:2]1[CH:7]=[CH:6][C:5]([Cl:8])=[CH:4][CH:3]=1.ClS(O)(=O)=O.ClC1C=CC(Cl)=CC=1[SH:22].Cl[CH2:24][C:25]([OH:27])=[O:26]>[Zn]>[Cl:1][C:2]1[CH:7]=[CH:6][C:5]([Cl:8])=[CH:4][C:3]=1[CH:24]([SH:22])[C:25]([OH:27])=[O:26]. Reported procedure: the method in which 1,4-dichlorobenzene is sulfochlorinated with chlorosulfonic acid and then reduced to 2,5-dichlorothiophenol with zinc powder under acidic conditions, followed by reaction with monochloroacetic acid to yield 2,5-dichlorophenylthioglycolic acid (U.S. Pat. No. 3,440,288),